Dataset: the Open Reaction Database (ORD), a public repository of structured organic reaction records. Task: describe an organic reaction: reactants, conditions, products, and yield Starting materials: O (water), tris(trifluoromethanesulfonate), O (water), O1CCC2=C1C=CC(=C2)[C@H](CS[C@@H]2[C@H](N(C2=O)C2=CC=C(C=C2)F)C2=CC=C(OCC(=O)NCC(=O)N[C@@H](CCCCN(C)C)C(=O)O)C=C2)O (N-({4-[(2R,3R)-3-{[(2R)-2-(2,3-dihydro-1-benzofuran-5-yl)-2-hydroxyethyl]thio}-1-(4-fluorophenyl)-4-oxoazetidin-2-yl]phenoxy}acetyl)glycyl-N6,N6-dimethyl-L-lysine), O (water), C(C)(=O)[O-].[NH4+] (Ammonium acetate). Reagents/catalysts: C(F)(F)(F)S(=O)(=O)[O-].C(F)(F)(F)S(=O)(=O)[O-].C(F)(F)(F)S(=O)(=O)[O-].[Sc+3] (Sc(OTf)3), FC(S(=O)(=O)[O-])(F)F.FC(S(=O)(=O)[O-])(F)F.FC(S(=O)(=O)[O-])(F)F.[Sc+3] (scandium tris(trifluoromethanesulfonate)). Solvent: CC#N (MeCN). Run at time 3 hour. Product: O1CCC2=C1C=CC(=C2)C(CS[C@@H]2[C@H](N(C2=O)C2=CC=C(C=C2)F)C2=CC=C(OCC(=O)NCC(=O)N[C@@H](CCCCN(C)C)C(=O)O)C=C2)O (N-({4-[(2R,3R)-3-{[2-(2,3-dihydro-1-benzofuran-5-yl)-2-hydroxyethyl]thio}-1-(4-fluorophenyl)-4-oxoazetidin-2-yl]phenoxy}acetyl)glycyl-N6,N6-dimethyl-L-lysine). RXN SMILES: [O:1]1[C:5]2[CH:6]=[CH:7][C:8]([C@@H:10]([OH:51])[CH2:11][S:12][C@H:13]3[C:16](=[O:17])[N:15]([C:18]4[CH:23]=[CH:22][C:21]([F:24])=[CH:20][CH:19]=4)[C@@H:14]3[C:25]3[CH:50]=[CH:49][C:28]([O:29][CH2:30][C:31]([NH:33][CH2:34][C:35]([NH:37][C@H:38]([C:46]([OH:48])=[O:47])[CH2:39][CH2:40][CH2:41][CH2:42][N:43]([CH3:45])[CH3:44])=[O:36])=[O:32])=[CH:27][CH:26]=3)=[CH:9][C:4]=2[CH2:3][CH2:2]1.O.C([O-])(=O)C.[NH4+]>CC#N.FC(F)(F)S([O-])(=O)=O.FC(F)(F)S([O-])(=O)=O.FC(F)(F)S([O-])(=O)=O.[Sc+3]>[O:1]1[C:5]2[CH:6]=[CH:7][C:8]([CH:10]([OH:51])[CH2:11][S:12][C@H:13]3[C:16](=[O:17])[N:15]([C:18]4[CH:23]=[CH:22][C:21]([F:24])=[CH:20][CH:19]=4)[C@@H:14]3[C:25]3[CH:26]=[CH:27][C:28]([O:29][CH2:30][C:31]([NH:33][CH2:34][C:35]([NH:37][C@H:38]([C:46]([OH:48])=[O:47])[CH2:39][CH2:40][CH2:41][CH2:42][N:43]([CH3:44])[CH3:45])=[O:36])=[O:32])=[CH:49][CH:50]=3)=[CH:9][C:4]=2[CH2:3][CH2:2]1 |f:2.3,5.6.7.8|. Procedure: To a solution of N-({4-[(2R,3R)-3-{[(2R)-2-(2,3-dihydro-1-benzofuran-5-yl)-2-hydroxyethyl]thio}-1-(4-fluorophenyl)-4-oxoazetidin-2-yl]phenoxy}acetyl)glycyl-N6,N6-dimethyl-L-lysine (11.0 mg, 0.013 mmol) in MeCN (1 ml) were added scandium tris(trifluoromethanesulfonate) (0.5 mg, 0.00102 mmol) and water (2 μl, 0.131 mmol). The reaction mixture was stirred for 3 hours. Additional Sc(OTf)3 (0.7 mg, 0.00142 mmol) and water (2 μl, 0.131 mmol) were added and the mixture was stirred for 1 hour. Additiona... RXN SMILES: [CH2:41]1[O:42][CH2:43][CH2:44][O:45][CH2:46]1.[CH3:3][O:4][C:5](=[O:6])[c:7]1[cH:8][n:9]([CH3:40])[c:10]2[cH:11][c:12]([N:16]3[CH2:17][CH2:18][CH:19]([O:22][CH2:23][c:24]4[c:25](-[c:32]5[c:33]([Cl:39])[cH:34][cH:35][cH:36][c:37]5[Cl:38])[n:26][o:27][c:28]4[CH:29]4[CH2:30][CH2:31]4)[CH2:20][CH2:21]3)[cH:13][cH:14][c:15]12.[Li+:1].[OH-:2]>>[O:4]=[C:5]([OH:6])[c:7]1[cH:8][n:9]([CH3:40])[c:10]2[cH:11][c:12]([N:16]3[CH2:17][CH2:18][CH:19]([O:22][CH2:23][c:24]4[c:25](-[c:32]5[c:33]([Cl:39])[cH:34][cH:35][cH:36][c:37]5[Cl:38])[n:26][o:27][c:28]4[CH:29]4[CH2:30][CH2:31]4)[CH2:20][CH2:21]3)[cH:13][cH:14][c:15]12. Reactants: C1COCCO1, COC(=O)c1cn(C)c2cc(N3CCC(OCc4c(-c5c(Cl)cccc5Cl)noc4C4CC4)CC3)ccc12, [Li+], [OH-]. Yields the product Cn1cc(C(=O)O)c2ccc(N3CCC(OCc4c(-c5c(Cl)cccc5Cl)noc4C4CC4)CC3)cc21.